Task: describe an organic reaction: reactants, conditions, products, and yield. Dataset: the Open Reaction Database (ORD), a public repository of structured organic reaction records The reagents and catalysts are C=1C=CC(=CC1)[P](C=2C=CC=CC2)(C=3C=CC=CC3)[Pd]([P](C=4C=CC=CC4)(C=5C=CC=CC5)C=6C=CC=CC6)([P](C=7C=CC=CC7)(C=8C=CC=CC8)C=9C=CC=CC9)[P](C=1C=CC=CC1)(C=1C=CC=CC1)C=1C=CC=CC1 ((Ph3P)4Pd). Solvent: CN(C)C=O (DMF), CCN(CC)CC (Et3N), CCOC(=O)C (EtOAc), CCOC(=O)C (EtOAc), FC(C(=O)O)(F)F (trifluoroacetic acid), C(Cl)Cl (CH2Cl2). The product is FC=1C(=C2/C(/C(NC2=CC1)=O)=C/C=1NC=CC1OC)C#C[C@H]1NC[C@@H](C1)O ((Z)-1,3-Dihydro-5-fluoro-4-[(2S,4R)-(4-hydroxy-pyrrolidin-2-yl)-ethynyl]-3-[(3-methoxy-1H-pyrrol-2-yl)methylene]-2H-indol-2-one). Conditions: time 2 hour. As a reaction SMILES: C([N:8]1[C@H:12]([C:13]#[CH:14])[CH2:11][C@@H:10]([OH:15])[CH2:9]1)(OC(C)(C)C)=O.[F:16][C:17]1[C:18](I)=[C:19]2[C:23](=[CH:24][CH:25]=1)[NH:22][C:21](=[O:26])/[C:20]/2=[CH:27]\[C:28]1[NH:29][CH:30]=[CH:31][C:32]=1[O:33][CH3:34].O>CN(C=O)C.CCN(CC)CC.CCOC(C)=O.FC(F)(F)C(O)=O.C(Cl)Cl.C1C=CC([P]([Pd]([P](C2C=CC=CC=2)(C2C=CC=CC=2)C2C=CC=CC=2)([P](C2C=CC=CC=2)(C2C=CC=CC=2)C2C=CC=CC=2)[P](C2C=CC=CC=2)(C2C=CC=CC=2)C2C=CC=CC=2)(C2C=CC=CC=2)C2C=CC=CC=2)=CC=1>[F:16][C:17]1[C:18]([C:14]#[C:13][C@@H:12]2[CH2:11][C@@H:10]([OH:15])[CH2:9][NH:8]2)=[C:19]2[C:23](=[CH:24][CH:25]=1)[NH:22][C:21](=[O:26])/[C:20]/2=[CH:27]\[C:28]1[NH:29][CH:30]=[CH:31][C:32]=1[O:33][CH3:34] |^1:68,70,89,108|. Procedure details: Using Method C above, (3R,5S)-N-Boc-3-Hydroxy-5-ethynyl-pyrrolidine (98 mg, 0.47 mmol) (Example 99C above) was coupled with (Z)-1,3-dihydro-5-fluoro-4-iodo-3-[(3-methoxy-1H-pyrrol-2-yl)methylene]-2H-indol-2-one (60 mg, 0.16 mmol) (Starting Material 6) using (Ph3P)4Pd (18 mg, 0.02 mmol) and a catalytic amount of Cul in a mixture of DMF (5 mL) and Et3N (5 mL) as solvent at 80° C. for 6 hrs. Upon completion, the reaction mixture was diluted with EtOAc and extracted with H2O. The organic layer was d... Reactants: C(=O)(OC(C)(C)C)N1C[C@@H](C[C@H]1C#C)O ((3R,5S)-N-Boc-3-Hydroxy-5-ethynyl-pyrrolidine), O (H2O), FC=1C(=C2/C(/C(NC2=CC1)=O)=C/C=1NC=CC1OC)I ((Z)-1,3-dihydro-5-fluoro-4-iodo-3-[(3-methoxy-1H-pyrrol-2-yl)methylene]-2H-indol-2-one), FC=1C(=C2/C(/C(NC2=CC1)=O)=C/C=1NC=CC1OC)I ((Z)-1,3-dihydro-5-fluoro-4-iodo-3-[(3-methoxy-1H-pyrrol-2-yl)methylene]-2H-indol-2-one). Reaction SMILES: C([O:3][C:4](=[O:24])[CH:5]([C:8]1[C:16]2[CH2:15][CH2:14][CH2:13][CH2:12][C:11]=2[N:10]([C:17]2[CH:22]=[CH:21][C:20]([Cl:23])=[CH:19][CH:18]=2)[N:9]=1)[O:6][CH3:7])C.[OH-].[Na+]>CO>[Cl:23][C:20]1[CH:21]=[CH:22][C:17]([N:10]2[C:11]3[CH2:12][CH2:13][CH2:14][CH2:15][C:16]=3[C:8]([CH:5]([O:6][CH3:7])[C:4]([OH:24])=[O:3])=[N:9]2)=[CH:18][CH:19]=1 |f:1.2|. Reported procedure: A solution of the compound of Example 73 (0.75 g) in methanol (15 ml) was treated with N sodium hydroxide (6 ml) and reacted at room temperature for 15 minutes. The solution was concentrated in vacuo, diluted with water, and acidified. The precipitate was filtered to yield the title compound (0.58 g). An analytical sample (m.p. 185°-186° C.) was obtained from methanol-hexane solution. Product: ClC1=CC=C(C=C1)N1N=C(C=2CCCCC12)C(C(=O)O)OC ([1-(4-Chlorophenyl)-4,5,6,7-tetrahydro-1H-indazol-3-yl]-methoxy acetic acid). Yield: 84.1%. Solvent: CO (methanol). Reactants: C(C)OC(C(OC)C1=NN(C=2CCCCC12)C1=CC=C(C=C1)Cl)=O ([1-(4-Chlorophenyl)-4,5,6,7-tetrahydro-1H-indazol-3-yl]-methoxy acetic acid ethyl ester), [OH-].[Na+] (sodium hydroxide).